From a dataset of the Open Reaction Database (ORD), a public repository of structured organic reaction records. describe an organic reaction: reactants, conditions, products, and yield The reactants are COC(=O)c1ccc2c(C(=O)C(C)C)c(CC(C)C)[nH]c2c1, Clc1ccccc1CBr. Yields the product COC(=O)c1ccc2c(C(=O)C(C)C)c(CC(C)C)n(Cc3ccccc3Cl)c2c1. RXN SMILES: [CH2:1]([CH:2]([CH3:3])[CH3:4])[c:5]1[nH:6][c:7]2[cH:8][c:9]([C:19](=[O:20])[O:21][CH3:22])[cH:10][cH:11][c:12]2[c:13]1[C:14]([CH:15]([CH3:16])[CH3:17])=[O:18].[Cl:23][c:24]1[c:25]([CH2:26][Br:27])[cH:28][cH:29][cH:30][cH:31]1>>[CH2:1]([CH:2]([CH3:3])[CH3:4])[c:5]1[n:6]([CH2:26][c:25]2[c:24]([Cl:23])[cH:31][cH:30][cH:29][cH:28]2)[c:7]2[cH:8][c:9]([C:19](=[O:20])[O:21][CH3:22])[cH:10][cH:11][c:12]2[c:13]1[C:14]([CH:15]([CH3:16])[CH3:17])=[O:18].